The task is: describe an organic reaction: reactants, conditions, products, and yield. This data is from the Open Reaction Database (ORD), a public repository of structured organic reaction records. Reactants: CS(C)=O, N#CCCNc1ccccc1, O, CNc1cc(C(O)CS(C)(=O)=O)cc(N(C)C(C)=O)c1C. Product: CNc1cc(CC(C#N)=CNc2ccccc2)cc(N(C)C(C)=O)c1C. Reaction SMILES: [CH3:33][S:34]([CH3:35])=[O:36].[NH:1]([c:2]1[cH:3][cH:4][cH:5][cH:6][cH:7]1)[CH2:8][CH2:9][C:10]#[N:11].[OH2:37].[OH:12][CH:13]([CH2:14][S:15]([CH3:16])(=[O:17])=[O:18])[c:19]1[cH:20][c:21]([NH:31][CH3:32])[c:22]([CH3:30])[c:23]([N:24]([C:25]([CH3:26])=[O:27])[CH3:28])[cH:29]1>>[NH:1]([c:2]1[cH:3][cH:4][cH:5][cH:6][cH:7]1)[CH:8]=[C:9]([C:10]#[N:11])[CH2:13][c:19]1[cH:20][c:21]([NH:31][CH3:32])[c:22]([CH3:30])[c:23]([N:24]([C:25]([CH3:26])=[O:27])[CH3:28])[cH:29]1. Reactants: COC1=NC=CC(=C1)OC1=CC(=C(C=C1)NC(COC=1C=C(C(=O)OC)C=CC1)=O)NC (Methyl 3-[2-({4-[(2-methoxypyridin-4-yl)oxy]-2-(methylamino)phenyl}amino)-2-oxoethoxy]benzoate). The solvent is C(C)(=O)O (acetic acid). Procedure details: Methyl 3-[2-({4-[(2-methoxypyridin-4-yl)oxy]-2-(methylamino)phenyl}amino)-2-oxoethoxy]benzoate produced in Example (16e) (4.52 g, 10.3 mmol) and acetic acid (50 mL) was stirred at 80° C. for two hours. The reaction mixture was concentrated and then water (100 mL) and sodium bicarbonate were added, followed by extraction with ethyl acetate (100 mL). The organic layer was washed with a saturated sodium bicarbonate aqueous solution (100 mL) twice and dried over anhydrous sodium sulfate. After conce... The product is COC1=NC=CC(=C1)OC=1C=CC2=C(N(C(=N2)COC=2C=C(C(=O)OC)C=CC2)C)C1 (Methyl 3-({6-[(2-methoxypyridin-4-yl)oxy]-1-methyl-1H-benzimidazol-2-yl}methoxy)benzoate). Isolated yield 71.8%. As a reaction SMILES: [CH3:1][O:2][C:3]1[CH:8]=[C:7]([O:9][C:10]2[CH:15]=[CH:14][C:13]([NH:16][C:17](=O)[CH2:18][O:19][C:20]3[CH:21]=[C:22]([CH:27]=[CH:28][CH:29]=3)[C:23]([O:25][CH3:26])=[O:24])=[C:12]([NH:31][CH3:32])[CH:11]=2)[CH:6]=[CH:5][N:4]=1>C(O)(=O)C>[CH3:1][O:2][C:3]1[CH:8]=[C:7]([O:9][C:10]2[CH:15]=[CH:14][C:13]3[N:16]=[C:17]([CH2:18][O:19][C:20]4[CH:21]=[C:22]([CH:27]=[CH:28][CH:29]=4)[C:23]([O:25][CH3:26])=[O:24])[N:31]([CH3:32])[C:12]=3[CH:11]=2)[CH:6]=[CH:5][N:4]=1. Reaction SMILES: C(ON=O)(C)(C)C.Br[CH2:9][C:10](=[CH2:14])[C:11]([OH:13])=[O:12].[N+:15]([C:18]1[CH:19]=[C:20]([CH:22]=[C:23]([N+:25]([O-:27])=[O:26])[CH:24]=1)N)([O-:17])=[O:16].NC1C=CC=CC=1>CC#N>[N+:15]([C:18]1[CH:19]=[C:20]([CH:22]=[C:23]([N+:25]([O-:27])=[O:26])[CH:24]=1)[CH2:9][C:10](=[CH2:14])[C:11]([OH:13])=[O:12])([O-:17])=[O:16]. Product: [N+](=O)([O-])C=1C=C(CC(C(=O)O)=C)C=C(C1)[N+](=O)[O-] (2-(3,5-dinitrobenzyl)acrylic acid). Procedure: To a solution of t-butylnitrite (535 μl, 4.5 mmol) and 2-(bromomethyl)acrylic acid (7.42 g, 45.0 mmol) in CH3CN (10 ml), 3,5-dinitroaniline (549 mg, 3.0 mmol) was added during 20 minutes, while maintaining the temperature of the reaction mixture at 15-20° C. At the end of the addition of the aniline extra t-butylnitrite (180 μl, 1.5 mmol) was added to the reaction mixture. After heating to 35° C. for 5 minutes, the mixture was stirred at room temperature for one hour. The volatile material in th... Starting materials: NC1=CC=CC=C1 (aniline), C(C)(C)(C)ON=O (t-butylnitrite), BrCC(C(=O)O)=C (2-(bromomethyl)acrylic acid), [N+](=O)([O-])C=1C=C(N)C=C(C1)[N+](=O)[O-] (3,5-dinitroaniline). The solvent is CC#N (CH3CN). Run at temperature 17.5 celsius, time 1 hour. Isolated yield 59.5%. Reactants: C(CCC)[Li] (n-butyllithium), C1(=CC=CC=C1)PC1=CC=CC=C1 (Diphenylphosphine), Cl.ClCN1N=CC=C1 (1-(chloromethyl)pyrazole hydrochloride). Run in O1CCCC1 (tetrahydrofuran). Run at temperature -78 celsius, time 1 hour. The product is C1(=CC=CC=C1)P(C1=CC=CC=C1)CN1N=CC=C1 (1-(diphenylphosphinomethyl)pyrazole). Yield: 47.0%. Reaction SMILES: [C:1]1([PH:7][C:8]2[CH:13]=[CH:12][CH:11]=[CH:10][CH:9]=2)[CH:6]=[CH:5][CH:4]=[CH:3][CH:2]=1.C([Li])CCC.Cl.Cl[CH2:21][N:22]1[CH:26]=[CH:25][CH:24]=[N:23]1>O1CCCC1>[C:8]1([P:7]([CH2:21][N:22]2[CH:26]=[CH:25][CH:24]=[N:23]2)[C:1]2[CH:2]=[CH:3][CH:4]=[CH:5][CH:6]=2)[CH:9]=[CH:10][CH:11]=[CH:12][CH:13]=1 |f:2.3|. Reported procedure: Diphenylphosphine (2.642 g, 14.2 mmol) is placed into a Schlenk flask with degassed tetrahydrofuran (50 ml). The solution is cooled to −78° C. and n-butyllithium (8.4 ml, 1.6 M in hexanes, 15.0 mmol) is added dropwise. The red solution is stirred at −78° C. for an additional 1 hour then the cooling bath is removed and the solution is stirred for 3 hours. The red solution is cooled to 0° C. and 1-(chloromethyl)pyrazole hydrochloride (0.698 g, 4.56 mmol) is added at once. The ice bath is removed a... The reactants are CC(C)CCN, Cc1ccccc1, CN(C)C=O, CC(C)N(CCN1C(=O)C(=NNC(N)=O)c2ccccc21)C(C)C. The product is CC(C)CCNC(=O)NN=C1C(=O)N(CCN(C(C)C)C(C)C)c2ccccc21. As a reaction SMILES: [CH2:25]([CH2:26][CH:27]([CH3:28])[CH3:29])[NH2:30].[CH3:31][c:32]1[cH:33][cH:34][cH:35][cH:36][cH:37]1.[CH3:38][N:39]([CH3:40])[CH:41]=[O:42].[CH:1]([CH3:2])([CH3:3])[N:4]([CH2:5][CH2:6][N:7]1[C:8](=[O:9])[C:10](=[N:17][NH:18][C:19]([NH2:20])=[O:21])[c:11]2[cH:12][cH:13][cH:14][cH:15][c:16]21)[CH:22]([CH3:23])[CH3:24]>>[CH:1]([CH3:2])([CH3:3])[N:4]([CH2:5][CH2:6][N:7]1[C:8](=[O:9])[C:10](=[N:17][NH:18][C:19]([NH:20][CH2:25][CH2:26][CH:27]([CH3:28])[CH3:29])=[O:21])[c:11]2[cH:12][cH:13][cH:14][cH:15][c:16]21)[CH:22]([CH3:23])[CH3:24].